Dataset: the Open Reaction Database (ORD), a public repository of structured organic reaction records. Task: describe an organic reaction: reactants, conditions, products, and yield Starting materials: CNC, COCC12Cc3cnn(-c4ccc(F)cc4)c3C=C1CCN(S(=O)(=O)c1ccc(Cl)nc1)C2. Product: COCC12Cc3cnn(-c4ccc(F)cc4)c3C=C1CCN(S(=O)(=O)c1ccc(N(C)C)nc1)C2. As a reaction SMILES: [CH3:34][NH:35][CH3:36].[Cl:1][c:2]1[cH:3][cH:4][c:5]([S:8](=[O:9])(=[O:10])[N:11]2[CH2:12][C:13]3([CH2:31][O:32][CH3:33])[CH2:14][c:15]4[c:16]([n:21](-[c:24]5[cH:25][cH:26][c:27]([F:30])[cH:28][cH:29]5)[n:22][cH:23]4)[CH:17]=[C:18]3[CH2:19][CH2:20]2)[cH:6][n:7]1>>[c:2]1([N:35]([CH3:34])[CH3:36])[cH:3][cH:4][c:5]([S:8](=[O:9])(=[O:10])[N:11]2[CH2:12][C:13]3([CH2:31][O:32][CH3:33])[CH2:14][c:15]4[c:16]([n:21](-[c:24]5[cH:25][cH:26][c:27]([F:30])[cH:28][cH:29]5)[n:22][cH:23]4)[CH:17]=[C:18]3[CH2:19][CH2:20]2)[cH:6][n:7]1. The reactants are BrC=1C(=NC(=NC1)N1CCC(CC1)CO)OC1CN(C1)C1=NC2=CC=CC=C2C=C1 ((1-(5-bromo-4-((1-(quinolin-2-yl)azetidin-3-yl)oxy)pyrimidin-2-yl)piperidin-4-yl)methanol), O1CCC(=CC1)B1OC(C(O1)(C)C)(C)C (2-(3,6-dihydro-2H-pyran-4-yl)-4,4,5,5-tetramethyl-1,3,2-dioxaborolane), [O-]P(=O)([O-])[O-].[K+].[K+].[K+] (K3PO4). The reagents and catalysts are C1=CC=C(C=C1)P([C-]2C=CC=C2)C3=CC=CC=C3.C1=CC=C(C=C1)P([C-]2C=CC=C2)C3=CC=CC=C3.Cl[Pd]Cl.[Fe+2] (Pd(dppf)Cl2). The solvent is O1CCOCC1 (1,4-dioxane), O (H2O). Run at temperature 110 celsius, time 8 hour. Product: O1CCC(=CC1)C=1C(=NC(=NC1)N1CCC(CC1)CO)OC1CN(C1)C1=NC2=CC=CC=C2C=C1 ((1-(5-(3,6-dihydro-2H-pyran-4-yl)-4-((1-(quinolin-2-yl)azetidin-3-yl)oxy)pyrimidin-2-yl)piperidin-4-yl)methanol). The yield is 84.0%. RXN SMILES: Br[C:2]1[C:3]([O:16][CH:17]2[CH2:20][N:19]([C:21]3[CH:30]=[CH:29][C:28]4[C:23](=[CH:24][CH:25]=[CH:26][CH:27]=4)[N:22]=3)[CH2:18]2)=[N:4][C:5]([N:8]2[CH2:13][CH2:12][CH:11]([CH2:14][OH:15])[CH2:10][CH2:9]2)=[N:6][CH:7]=1.[O:31]1[CH2:36][CH:35]=[C:34](B2OC(C)(C)C(C)(C)O2)[CH2:33][CH2:32]1.[O-]P([O-])([O-])=O.[K+].[K+].[K+]>O1CCOCC1.O.C1C=CC(P(C2C=CC=CC=2)[C-]2C=CC=C2)=CC=1.C1C=CC(P(C2C=CC=CC=2)[C-]2C=CC=C2)=CC=1.Cl[Pd]Cl.[Fe+2]>[O:31]1[CH2:32][CH:33]=[C:34]([C:2]2[C:3]([O:16][CH:17]3[CH2:20][N:19]([C:21]4[CH:30]=[CH:29][C:28]5[C:23](=[CH:24][CH:25]=[CH:26][CH:27]=5)[N:22]=4)[CH2:18]3)=[N:4][C:5]([N:8]3[CH2:13][CH2:12][CH:11]([CH2:14][OH:15])[CH2:10][CH2:9]3)=[N:6][CH:7]=2)[CH2:35][CH2:36]1 |f:2.3.4.5,8.9.10.11|. Reported procedure: To a solution of (1-(5-bromo-4-((1-(quinolin-2-yl)azetidin-3-yl)oxy)pyrimidin-2-yl)piperidin-4-yl)methanol (see PREPARATION P7.1; 115 mg, 0.25 mmol), 2-(3,6-dihydro-2H-pyran-4-yl)-4,4,5,5-tetramethyl-1,3,2-dioxaborolane (52.5 mg, 0.25 mmol) and K3PO4 (100 mg, 0.5 mmol) in 1,4-dioxane (10 mL) and H2O (2 mL) was added Pd(dppf)Cl2 (15 mg, 0.02 mmol) then the reaction mixture was stirred at 110° C. under N2 atmosphere overnight. The reaction mixture was filtered through CELITE® and washed with CH2Cl... Reactants: ClC1=CC=C(CN(C(C=C2OC(OC2=O)(C)C)=O)OC)C=C1 (N-(4-Chlorobenzyl)-2-(2,2-dimethyl-5-oxo-[1,3]-dioxolan-4-ylidene)-N-methoxy-acetamide). Run in CO (methanol). The product is COC(C(=CC(N(OC)CC1=CC=C(C=C1)Cl)=O)O)=O (3-[(4-Chloro-benzyl)-methoxy-carbamoyl]-2-hydroxy-acrylic acid methyl ester). Isolated yield 52.0%. RXN SMILES: [Cl:1][C:2]1[CH:22]=[CH:21][C:5]([CH2:6][N:7]([O:19][CH3:20])[C:8](=[O:18])[CH:9]=[C:10]2[C:14](=[O:15])[O:13][C:12](C)(C)[O:11]2)=[CH:4][CH:3]=1>CO>[CH3:12][O:13][C:14](=[O:15])[C:10]([OH:11])=[CH:9][C:8](=[O:18])[N:7]([CH2:6][C:5]1[CH:4]=[CH:3][C:2]([Cl:1])=[CH:22][CH:21]=1)[O:19][CH3:20]. Procedure: N-(4-Chlorobenzyl)-2-(2,2-dimethyl-5-oxo-[1,3]-dioxolan-4-ylidene)-N-methoxy-acetamide was treated with methanol as described in the preparation of Compound 44-D and gave the title ester as a white syrup (52% yield). 1HNMR 400 MHz (CDCl3) δ (ppm): 3.70 (3H, s, OCH3), 3.90 (3H, s, OCH3), 4.80 (2H, s, NCH2), 6.45 (1H, s, CH), 7.25–7.33 (4H, m, aromatics). Anal. calcd for C13H14ClNO5: C, 52.10; H, 4.71; N, 4.67. Found: C, 51.86; H, 4.68; N, 4.45. Reactants: FC1=CC=C(C=C1)CCO (2-(4-fluorophenyl)ethanol), [H-].[Na+] (NaH), BrC1=NC=C(C=N1)Br (2,5-dibromopyrimidine). Solvent: C1CCOC1 (THF). Reaction conditions: time 16 hour. Yields the product BrC=1C=NC(=NC1)OCCC1=CC=C(C=C1)F (5-bromo-2-(4-fluorophenethoxy)pyrimidine). Isolated yield 70.1%. RXN SMILES: [F:1][C:2]1[CH:7]=[CH:6][C:5]([CH2:8][CH2:9][OH:10])=[CH:4][CH:3]=1.[H-].[Na+].Br[C:14]1[N:19]=[CH:18][C:17]([Br:20])=[CH:16][N:15]=1>C1COCC1>[Br:20][C:17]1[CH:16]=[N:15][C:14]([O:10][CH2:9][CH2:8][C:5]2[CH:6]=[CH:7][C:2]([F:1])=[CH:3][CH:4]=2)=[N:19][CH:18]=1 |f:1.2|. Procedure: To a solution of 2-(4-fluorophenyl)ethanol (0.566 g) in THF (10 mL) was added NaH (0.269 g). The mixture was stirred at room temperature for 2 hours, before 2,5-dibromopyrimidine (0.8 g) was added. The mixture was stirred at room temperature for 16 h. The reaction was quenched with water and extracted with EtOAc (2×20 mL). The organic layers were combined, dried over MgSO4 and concentrated under vacuum. The residue was purified by silica gel column (Hex/EtOAc=100:5) to give 5-bromo-2-(4-fluoroph... The reactants are C(C)=C1C(N(C(O1)=O)CCCCSC1=CC=CC=2N1C=CN2)=O (5-ethylidene-3-[4-(imidazo[1,2-a]pyridin-5-ylthio)butyl]oxazolidine-2,4-dione), Cl (hydro-chloric acid). Run in CO (methanol). The product is Cl.C(C)=C1C(N(C(O1)=O)CCCCSC1=CC=CC=2N1C=CN2)=O (5-ethylidene-3-[4-(imidazo[1,2-a]pyridin-5-ylthio)butyl]oxazolidine-2,4-dione hydrochloride). Reaction SMILES: [CH:1](=[C:3]1[O:7][C:6](=[O:8])[N:5]([CH2:9][CH2:10][CH2:11][CH2:12][S:13][C:14]2[N:19]3[CH:20]=[CH:21][N:22]=[C:18]3[CH:17]=[CH:16][CH:15]=2)[C:4]1=[O:23])[CH3:2].[ClH:24]>CO>[ClH:24].[CH:1](=[C:3]1[O:7][C:6](=[O:8])[N:5]([CH2:9][CH2:10][CH2:11][CH2:12][S:13][C:14]2[N:19]3[CH:20]=[CH:21][N:22]=[C:18]3[CH:17]=[CH:16][CH:15]=2)[C:4]1=[O:23])[CH3:2] |f:3.4|. Reported procedure: To a solution of 77 mg (0.23 mmol) of 5-ethylidene-3-[4-(imidazo[1,2-a]pyridin-5-ylthio)butyl]oxazolidine-2,4-dione in 5 ml of methanol, 0.10 ml of concentrated hydro-chloric acid was added. After the solvent was distilled off, the residue was washed with diethyl ether to yield 90 mg (quant., brown oily substance) of the desired product. Starting materials: O (water), diol, B(O)(O)O (boric acid), C(C(CCCCCCCCCCCCCC)O)O (1,2-hexadecanediol). Solvent: C1(=CC=CC=C1)C (toluene). Reaction conditions: time 4 hour. Yields the product B(O)(O)O.C(C(CCCCCCCCCCCCCC)O)O (1,2-Hexadecanediol Borate). As a reaction SMILES: [CH2:1]([OH:18])[CH:2]([OH:17])[CH2:3][CH2:4][CH2:5][CH2:6][CH2:7][CH2:8][CH2:9][CH2:10][CH2:11][CH2:12][CH2:13][CH2:14][CH2:15][CH3:16].[B:19]([OH:22])([OH:21])[OH:20].O>C1(C)C=CC=CC=1>[B:19]([OH:22])([OH:21])[OH:20].[CH2:1]([OH:18])[CH:2]([OH:17])[CH2:3][CH2:4][CH2:5][CH2:6][CH2:7][CH2:8][CH2:9][CH2:10][CH2:11][CH2:12][CH2:13][CH2:14][CH2:15][CH3:16] |f:4.5|. Procedure: Approximately 86 g of 1,2-hexadecanediol and approximatel 200 g toluene solvent was charged to a 1 liter reactor equipped with agitator, heater and Dean- Stark tube with condenser. The contents were heated up to 80°-90° C. to dissolve the diol and approximately 11 g boric acid was added. The mixture was heated up to 155° C. until water evolution stopped over a period of 4 hours. Approximately 9 ml water was removed by azeotropic distillation. The solvent was removed by vacuum distillation and th... Starting materials: N[C@H]1COC2=CC=CC(=C2C1)OC ((R)-3-Amino-5-methoxychroman), CC(=O)C (acetone), [BH3-]C#N.[Na+] (NaCNBH3). Solvent: C(C)(=O)O (acetic acid), CO (methanol), C(C)(=O)O (acetic acid). Conditions: time 3 day. Yields the product C(C)(C)N[C@H]1COC2=CC=CC(=C2C1)OC ((R)-3-(N-Isopropylamino)-5-methoxychroman). RXN SMILES: [NH2:1][C@@H:2]1[CH2:11][C:10]2[C:5](=[CH:6][CH:7]=[CH:8][C:9]=2[O:12][CH3:13])[O:4][CH2:3]1.[CH3:14][C:15]([CH3:17])=O.[BH3-]C#N.[Na+]>C(O)(=O)C.CO>[CH:15]([NH:1][C@@H:2]1[CH2:11][C:10]2[C:5](=[CH:6][CH:7]=[CH:8][C:9]=2[O:12][CH3:13])[O:4][CH2:3]1)([CH3:17])[CH3:14] |f:2.3|. Procedure: (R)-3-Amino-5-methoxychroman (1.0 g; 6mmol) and acetone (2.5 g; 40 mmol) were mixed with methanol (820 ml), acetic acid (0.4 g; 6.6 mmol) and NaCNBH3 (1.2 g; 19 mmol), pH was adjusted to 6.0 with acetic acid. Stirring was continued at room temperature for 3 days. The mixture was evaporated and the residue was made alkaline and extracted with CH2Cl2. After drying (Na2SO4) and evaporation the title compound as base was transformed to the HCl-salt. Yield: 1.1 g (83%). Mp: 289° dec. [α]D25 =-29° (C=... The reactants are CN(N=C(C1=C(C=CC=C1F)Cl)Cl)S(=O)(=O)C1=CC=C(C=C1)C (N-methyl-N-(p-toluenesulfonyl)-2-chloro-6-fluorobenzohydrazonoyl chloride), ClC1=C(C#N)C=CC=C1[N+](=O)[O-] (2-chloro-3-nitrobenzonitrile), [Cl-].[Al+3].[Cl-].[Cl-] (aluminum chloride), ClC1=C(C=CC=C1)Cl (o-dichlorobenzene). Run in C(Cl)(Cl)Cl (chloroform). Run at temperature 140 celsius, time 30 minute. The product is ClC1=C(C(=CC=C1)F)C1=NN(C(=N1)C1=C(C(=CC=C1)[N+](=O)[O-])Cl)C (3-(2-chloro-6-fluorophenyl)-5-(2-chloro-3-nitrophenyl) 1-methyl-1H-1,2,4-triazole). Isolated yield 64.0%. RXN SMILES: [CH3:1][N:2](S(C1C=CC(C)=CC=1)(=O)=O)[N:3]=[C:4](Cl)[C:5]1[C:10]([F:11])=[CH:9][CH:8]=[CH:7][C:6]=1[Cl:12].[Cl:24][C:25]1[C:32]([N+:33]([O-:35])=[O:34])=[CH:31][CH:30]=[CH:29][C:26]=1[C:27]#[N:28].[Cl-].[Al+3].[Cl-].[Cl-].ClC1C=CC=CC=1Cl>C(Cl)(Cl)Cl>[Cl:12][C:6]1[CH:7]=[CH:8][CH:9]=[C:10]([F:11])[C:5]=1[C:4]1[N:28]=[C:27]([C:26]2[CH:29]=[CH:30][CH:31]=[C:32]([N+:33]([O-:35])=[O:34])[C:25]=2[Cl:24])[N:2]([CH3:1])[N:3]=1 |f:2.3.4.5|. Reported procedure: A mixture of N-methyl-N-(p-toluenesulfonyl)-2-chloro-6-fluorobenzohydrazonoyl chloride (1.90 g), 2-chloro-3-nitrobenzonitrile (1.19 g), anhydrous aluminum chloride (0.70 g) and o-dichlorobenzene (20 ml) is stirred at an oil bath temperature of 140° C. for 30 minutes. After cooling, the reaction mixture is dissolved in chloroform (100 ml), washed with dilute hydrochloric acid, dilute aqueous solution of sodium hydroxide and saline in this order, dried over anhydrous magnesium sulfate and concentr... The reactants are C(C)(=O)OC\C=C\C1=NC(=CC=C1)\C(=C\CN1CCCC1)\C1=CC=C(C=C1)C (3-(6-[3-pyrrolidino-1-{4-tolyl}-prop-1E-enyl]-pyridin-2-yl)-prop-2E-en-1-yl acetate), [N-]=[N+]=[N-].[Na+] (sodium azide). The reagents and catalysts are [Pd].C1(=CC=CC=C1)P(C1=CC=CC=C1)C1=CC=CC=C1.C1(=CC=CC=C1)P(C1=CC=CC=C1)C1=CC=CC=C1.C1(=CC=CC=C1)P(C1=CC=CC=C1)C1=CC=CC=C1.C1(=CC=CC=C1)P(C1=CC=CC=C1)C1=CC=CC=C1 (tetrakis(triphenylphosphine) palladium(0)). Solvent: C1CCOC1.O (THF water). Reaction conditions: time 18 hour. The product is N1(CCCC1)C/C=C(\C1=CC=C(C=C1)C)/C1=CC=CC(=N1)/C=C/CN=[N+]=[N-] ({3-(6-[3-pyrrolidino-1-{4-tolyl}-prop-1E-enyl]-pyridin-2-yl)-prop-2E-enyl}-azide). Yield: 83.8%. RXN SMILES: C(O[CH2:5]/[CH:6]=[CH:7]/[C:8]1[CH:13]=[CH:12][CH:11]=[C:10](/[C:14](/[C:22]2[CH:27]=[CH:26][C:25]([CH3:28])=[CH:24][CH:23]=2)=[CH:15]/[CH2:16][N:17]2[CH2:21][CH2:20][CH2:19][CH2:18]2)[N:9]=1)(=O)C.[N-:29]=[N+:30]=[N-:31].[Na+]>C1COCC1.O.[Pd].C1(P(C2C=CC=CC=2)C2C=CC=CC=2)C=CC=CC=1.C1(P(C2C=CC=CC=2)C2C=CC=CC=2)C=CC=CC=1.C1(P(C2C=CC=CC=2)C2C=CC=CC=2)C=CC=CC=1.C1(P(C2C=CC=CC=2)C2C=CC=CC=2)C=CC=CC=1>[N:17]1([CH2:16]/[CH:15]=[C:14](/[C:10]2[N:9]=[C:8](/[CH:7]=[CH:6]/[CH2:5][N:29]=[N+:30]=[N-:31])[CH:13]=[CH:12][CH:11]=2)\[C:22]2[CH:27]=[CH:26][C:25]([CH3:28])=[CH:24][CH:23]=2)[CH2:18][CH2:19][CH2:20][CH2:21]1 |f:1.2,3.4,5.6.7.8.9|. Procedure: A solution of 3-(6-[3-pyrrolidino-1-{4-tolyl}-prop-1E-enyl]-pyridin-2-yl)-prop-2E-en-1-yl acetate (136 mg, 0.365 mmol) in a mixture of THF/water (5:1, 5 ml) was treated with sodium azide (28 mg, 0.44 mmol) and tetrakis(triphenylphosphine) palladium(0) (17 mg, 0.015 mmol). The reaction was stirred at room temperature for 18 hours. Solvent was removed under reduced pressure to leave a dark brown residue. The product was purified by column chromatography on silica-gel eluting with 5% methanol/DCM. ...